describe an organic reaction: reactants, conditions, products, and yield From a dataset of the Open Reaction Database (ORD), a public repository of structured organic reaction records. Product: NNc1ccc(Cl)cc1F. RXN SMILES: [Cl-:17].[Cl:1][c:2]1[cH:3][c:4]([F:9])[c:5]([NH2:6])[cH:7][cH:8]1.[ClH:18].[N:10]([O-:11])=[O:12].[Na+:13].[OH2:14].[OH2:15].[OH2:16]>>[Cl:1][c:2]1[cH:3][c:4]([F:9])[c:5]([NH:6][NH2:10])[cH:7][cH:8]1. Reactants: [Cl-], Nc1ccc(Cl)cc1F, Cl, O=N[O-], [Na+], O, O, O.